From a dataset of the Open Reaction Database (ORD), a public repository of structured organic reaction records. describe an organic reaction: reactants, conditions, products, and yield Starting materials: COS(=O)(=O)OC, Cc1ccccc1, [Na+], [Na+], O=C([O-])[O-], COc1c(O)ccc(C=O)c1[N+](=O)[O-]. Product: COc1ccc(C=O)c([N+](=O)[O-])c1OC. RXN SMILES: [CH3:21][O:22][S:23]([O:24][CH3:25])(=[O:26])=[O:27].[CH3:28][c:29]1[cH:30][cH:31][cH:32][cH:33][cH:34]1.[Na+:1].[Na+:2].[O-:3][C:4]([O-:5])=[O:6].[OH:7][c:8]1[c:9]([O:19][CH3:20])[c:10]([N+:16](=[O:17])[O-:18])[c:11]([CH:12]=[O:13])[cH:14][cH:15]1>>[CH3:4][O:6][c:8]1[c:9]([O:19][CH3:20])[c:10]([N+:16](=[O:17])[O-:18])[c:11]([CH:12]=[O:13])[cH:14][cH:15]1. Reactants: ClC(CN1C=2C=CC(=CC2C=2C3N(CCC12)CCC3)C)(C)C3=NC=CN=C3 (6-(2-Chloro-2-pyrazin-2-yl-propyl)-9-methyl-2,3,4,5,6,10c-hexahydro-1H-3a,6-diaza-cyclopenta[c]fluorene), CNC (dimethylamine). Solvent: O (water). Yields the product CN(C(CN1C=2C=CC(=CC2C=2C3N(CCC12)CCC3)C)(C3=NC=CN=C3)C)C (dimethyl-[1-methyl-2-(9-methyl-1,2,3,4,5,10c-hexahydro-3a,6-diaza-cyclopenta[c]fluoren-6-yl)-1-pyrazin-2-yl-ethyl]-amine). Reaction SMILES: Cl[C:2]([C:22]1[CH:27]=[N:26][CH:25]=[CH:24][N:23]=1)([CH3:21])[CH2:3][N:4]1[C:16]2[CH2:15][CH2:14][N:13]3[CH2:17][CH2:18][CH2:19][CH:12]3[C:11]=2[C:10]2[CH:9]=[C:8]([CH3:20])[CH:7]=[CH:6][C:5]1=2.[CH3:28][NH:29][CH3:30]>O>[CH3:28][N:29]([CH3:30])[C:2]([CH3:21])([C:22]1[CH:27]=[N:26][CH:25]=[CH:24][N:23]=1)[CH2:3][N:4]1[C:16]2[CH2:15][CH2:14][N:13]3[CH2:17][CH2:18][CH2:19][CH:12]3[C:11]=2[C:10]2[CH:9]=[C:8]([CH3:20])[CH:7]=[CH:6][C:5]1=2. Procedure details: 6-(2-Chloro-2-pyrazin-2-yl-propyl)-9-methyl-2,3,4,5,6,10c-hexahydro-1H-3a,6-diaza-cyclopenta[c]fluorene (500 mg, 1.31 mmol) in 40% dimethylamine in water (30 mL) was heated at 100° C. for 3 h. The reaction mixture was cooled at RT and extracted with EtOAc (3×50 mL). The combined organic layer was dried over anhydrous sodium sulfate and concentrated to obtain the crude product, which was purified by reverse phase chromatography to obtain 62 mg of dimethyl-[1-methyl-2-(9-methyl-1,2,3,4,5,10c-hexah... The reactants are COC(=O)C(Br)c1ccc(Oc2ccc(S(C)(=O)=O)cc2)cc1, CO, C[O-], Oc1ccc(F)cc1, [Na+]. Yields the product COC(=O)C(Oc1ccc(F)cc1)c1ccc(Oc2ccc(S(C)(=O)=O)cc2)cc1. As a reaction SMILES: [Br:12][CH:13]([C:14](=[O:15])[O:16][CH3:17])[c:18]1[cH:19][cH:20][c:21]([O:24][c:25]2[cH:26][cH:27][c:28]([S:31](=[O:32])(=[O:33])[CH3:34])[cH:29][cH:30]2)[cH:22][cH:23]1.[CH3:35][OH:36].[CH3:9][O-:10].[F:1][c:2]1[cH:3][cH:4][c:5]([OH:8])[cH:6][cH:7]1.[Na+:11]>>[F:1][c:2]1[cH:3][cH:4][c:5]([O:8][CH:13]([C:14](=[O:15])[O:16][CH3:17])[c:18]2[cH:19][cH:20][c:21]([O:24][c:25]3[cH:26][cH:27][c:28]([S:31](=[O:32])(=[O:33])[CH3:34])[cH:29][cH:30]3)[cH:22][cH:23]2)[cH:6][cH:7]1. Starting materials: FC=1C=C(C(C(=O)O)=CC1)N (4-fluoroanthranilic acid), C=O (formaldehyde), [H][H] (hydrogen). Procedure details: A mixture of 4-fluoroanthranilic acid (2 g), aqueous formaldehyde (37-40% w/v; 6.5 ml) and palladium on charcoal (1 g of 5%) in acetic acid (70 ml) was hydrogenated over 18 hours during which 570 ml hydrogen was taken up. The mixture was filtered, evaporated under reduced pressure and the residue recrystallised from toluene to give 4-fluoro-N-methylanthranilic acid, m.p. 180°-181°. (Compound 7) RXN SMILES: [F:1][C:2]1[CH:3]=[C:4]([NH2:11])[C:5](=[CH:9][CH:10]=1)[C:6]([OH:8])=[O:7].[CH2:12]=O.[H][H]>[Pd].C(O)(=O)C>[F:1][C:2]1[CH:3]=[C:4]([NH:11][CH3:12])[C:5](=[CH:9][CH:10]=1)[C:6]([OH:8])=[O:7]. Yields the product FC=1C=C(C(C(=O)O)=CC1)NC (4-fluoro-N-methylanthranilic acid). The solvent is C(C)(=O)O (acetic acid). The reagents and catalysts are [Pd] (palladium on charcoal). Reactants: O=C(Oc1ccc([N+](=O)[O-])cc1)N1CC(c2ccc(OC(F)(F)F)cc2)CC(c2nc(C3CC3)no2)C1, Cl, FC1(F)CCNCC1. Yields the product O=C(N1CCC(F)(F)CC1)N1CC(c2ccc(OC(F)(F)F)cc2)CC(c2nc(C3CC3)no2)C1. As a reaction SMILES: [CH:1]1([c:4]2[n:5][o:6][c:7]([CH:9]3[CH2:10][N:11]([C:26](=[O:27])[O:28][c:29]4[cH:30][cH:31][c:32]([N+:33]([O-:34])=[O:35])[cH:36][cH:37]4)[CH2:12][CH:13]([c:15]4[cH:16][cH:17][c:18]([O:21][C:22]([F:23])([F:24])[F:25])[cH:19][cH:20]4)[CH2:14]3)[n:8]2)[CH2:2][CH2:3]1.[ClH:38].[F:39][C:40]1([F:46])[CH2:41][CH2:42][NH:43][CH2:44][CH2:45]1>>[CH:1]1([c:4]2[n:5][o:6][c:7]([CH:9]3[CH2:10][N:11]([C:26](=[O:27])[N:43]4[CH2:42][CH2:41][C:40]([F:39])([F:46])[CH2:45][CH2:44]4)[CH2:12][CH:13]([c:15]4[cH:16][cH:17][c:18]([O:21][C:22]([F:23])([F:24])[F:25])[cH:19][cH:20]4)[CH2:14]3)[n:8]2)[CH2:2][CH2:3]1. As a reaction SMILES: [CH3:1][O:2][C:3]1[CH:25]=[CH:24][C:6]([C:7]([C:9]2[S:10][C:11]3[CH:23]=[CH:22][CH:21]=[CH:20][C:12]=3[C:13]=2[C:14]2[CH:19]=[CH:18][CH:17]=[CH:16][CH:15]=2)=[O:8])=[CH:5][CH:4]=1.ClC1C=CC=C(C(OO)=[O:34])C=1>C(Cl)(Cl)Cl>[CH3:1][O:2][C:3]1[CH:4]=[CH:5][C:6]([C:7]([C:9]2[S:10](=[O:34])[C:11]3[CH:23]=[CH:22][CH:21]=[CH:20][C:12]=3[C:13]=2[C:14]2[CH:19]=[CH:18][CH:17]=[CH:16][CH:15]=2)=[O:8])=[CH:24][CH:25]=1. Starting materials: COC1=CC=C(C(=O)C=2SC3=C(C2C2=CC=CC=C2)C=CC=C3)C=C1 (2-(4-Methoxybenzoyl)-3-phenylbenzothiophene), ClC1=CC(=CC=C1)C(=O)OO (m-chloroperbenzoic acid). Procedure details: The product from Example 1 (8.2 g,; 0.0238 mole) dissolved in chloroform was cooled in an ice-ethanol bath, and 4.5 g. (0.026 mole) of m-chloroperbenzoic acid in chloroform were added dropwise. The mixture was stirred at room temperature overnight. The resulting mixture then was washed successively with aqueous sodium bicarbonate solution, aqueous sodium chloride solution, and water. The mixture then was dried over magnesium sulfate. The mixture was concentrated, and ethanol was added to the res... Reaction conditions: time 8 hour. The solvent is C(Cl)(Cl)Cl (chloroform), C(Cl)(Cl)Cl (chloroform). Product: COC1=CC=C(C(=O)C=2S(C3=C(C2C2=CC=CC=C2)C=CC=C3)=O)C=C1 (2-(4-Methoxybenzoyl)-3-phenylbenzothiophene-1-oxide). Reactants: NC=1NC(=NN1)N1CCN(CC1)CC1=CC=CC=C1 (1-(5-amino-4H-1,2,4-triazol-3-yl)-4-benzylpiperazine), CN(C=CC(=O)C=1C=NC=CC1)C (3-dimethylamino-1-(3-pyridyl)-2-propen-1-one). The solvent is C(C)(=O)O (acetic acid). Yields the product C(C1=CC=CC=C1)N1CCN(CC1)C1=NN2C(N=CC=C2C=2C=NC=CC2)=N1 (2-(4-Benzyl-1-piperazinyl)-7-(3-pyridyl)[1,2,4]-triazolo[1,5-a]pyrimidine). Reaction SMILES: [NH2:1][C:2]1[NH:3][C:4]([N:7]2[CH2:12][CH2:11][N:10]([CH2:13][C:14]3[CH:19]=[CH:18][CH:17]=[CH:16][CH:15]=3)[CH2:9][CH2:8]2)=[N:5][N:6]=1.CN(C)[CH:22]=[CH:23][C:24]([C:26]1[CH:27]=[N:28][CH:29]=[CH:30][CH:31]=1)=O>C(O)(=O)C>[CH2:13]([N:10]1[CH2:11][CH2:12][N:7]([C:4]2[N:3]=[C:2]3[N:1]=[CH:22][CH:23]=[C:24]([C:26]4[CH:27]=[N:28][CH:29]=[CH:30][CH:31]=4)[N:6]3[N:5]=2)[CH2:8][CH2:9]1)[C:14]1[CH:15]=[CH:16][CH:17]=[CH:18][CH:19]=1. Reported procedure: A mixture of 2.58 g of (1-(5-amino-4H-1,2,4-triazol-3-yl)-4-benzylpiperazine and 1.76 g of 3-dimethylamino-1-(3-pyridyl)-2-propen-1-one (U.S. Pat. No. 4,281,000, Example 1) in 35 ml of glacial acetic acid was refluxed for 12 hours. The solution was taken to dryness in vacuo. The residue was partitioned between saturated sodium bicarbonate and dichloromethane (1:2). The dichloromethane layer was separated, dried over anhydrous sodium sulfate and filtered through a short column of magnesium silica... The reactants are O=C([O-])[O-], Cc1ccccc1, Clc1cc(CN2CCCC2)ccn1, [Cs+], [Cs+], O=C(C=Cc1ccccc1)C=Cc1ccccc1, O=C(C=Cc1ccccc1)C=Cc1ccccc1, O=C(C=Cc1ccccc1)C=Cc1ccccc1, [Pd], [Pd], Nc1cc2ccccc2cn1. The product is c1ccc2cc(Nc3cc(CN4CCCC4)ccn3)ncc2c1. Reaction SMILES: [C:25](=[O:26])([O-:27])[O-:28].[CH3:31][c:32]1[cH:33][cH:34][cH:35][cH:36][cH:37]1.[Cl:1][c:2]1[n:3][cH:4][cH:5][c:6]([CH2:8][N:9]2[CH2:10][CH2:11][CH2:12][CH2:13]2)[cH:7]1.[Cs+:29].[Cs+:30].[O:40]=[C:41]([CH:42]=[CH:43][c:44]1[cH:45][cH:46][cH:47][cH:48][cH:49]1)[CH:50]=[CH:51][c:52]1[cH:53][cH:54][cH:55][cH:56][cH:57]1.[O:58]=[C:59]([CH:60]=[CH:61][c:62]1[cH:63][cH:64][cH:65][cH:66][cH:67]1)[CH:68]=[CH:69][c:70]1[cH:71][cH:72][cH:73][cH:74][cH:75]1.[O:76]=[C:77]([CH:78]=[CH:79][c:80]1[cH:81][cH:82][cH:83][cH:84][cH:85]1)[CH:86]=[CH:87][c:88]1[cH:89][cH:90][cH:91][cH:92][cH:93]1.[Pd:38].[Pd:39].[cH:14]1[n:15][c:16]([NH2:24])[cH:17][c:18]2[cH:19][cH:20][cH:21][cH:22][c:23]12>>[c:2]1([NH:24][c:16]2[n:15][cH:14][c:23]3[c:18]([cH:17]2)[cH:19][cH:20][cH:21][cH:22]3)[n:3][cH:4][cH:5][c:6]([CH2:8][N:9]2[CH2:10][CH2:11][CH2:12][CH2:13]2)[cH:7]1.